From a dataset of the Open Reaction Database (ORD), a public repository of structured organic reaction records. describe an organic reaction: reactants, conditions, products, and yield As a reaction SMILES: [Al+3:7].[CH3:10][c:11]1[c:12]([CH2:13][NH:14][C:15]([CH3:16])=[O:17])[cH:18][cH:19][cH:20][cH:21]1.[Cl-:6].[Cl-:8].[Cl-:9].[Cl:1][CH2:2][C:3](=[O:4])[Cl:5].[Cl:23][CH:24]([Cl:25])[CH3:26].[OH2:22]>>[Cl:1][CH2:2][C:3](=[O:4])[c:20]1[cH:19][cH:18][c:12]([CH2:13][NH:14][C:15]([CH3:16])=[O:17])[c:11]([CH3:10])[cH:21]1. Yields the product CC(=O)NCc1ccc(C(=O)CCl)cc1C. The reactants are [Al+3], CC(=O)NCc1ccccc1C, [Cl-], [Cl-], [Cl-], O=C(Cl)CCl, CC(Cl)Cl, O. The reactants are C(C)(C)[N-]C(C)C.[Li+] (lithium diisopropylamide), C(C1=CC=C(C=C1)OC)=O (p-anisaldehyde), ClCC(=O)OC (methyl chloroacetate). The solvent is O1CCCC1 (tetrahydrofuran). The product is ClC(C(=O)OC)C(C1=CC=C(C=C1)OC)O (methyl 2-chloro-3-hydroxy-3-(p-methoxyphenyl)propionate). As a reaction SMILES: [CH:1](=[O:10])[C:2]1[CH:7]=[CH:6][C:5]([O:8][CH3:9])=[CH:4][CH:3]=1.[Cl:11][CH2:12][C:13]([O:15][CH3:16])=[O:14].C([N-]C(C)C)(C)C.[Li+]>O1CCCC1>[Cl:11][CH:12]([CH:1]([OH:10])[C:2]1[CH:7]=[CH:6][C:5]([O:8][CH3:9])=[CH:4][CH:3]=1)[C:13]([O:15][CH3:16])=[O:14] |f:2.3|. Procedure details: Condensation reaction between p-anisaldehyde and methyl chloroacetate was effected in tetrahydrofuran at -78° C. in the presence of lithium diisopropylamide, and the methyl 2-chloro-3-hydroxy-3-(p-methoxyphenyl)propionate obtained was separated into anti isomer (a mixture of (2R, 3R) isomer and (2S, 3S) isomer) and syn isomer (a mixture of (2R, 3S) isomer and (2S, 3R) isomer) by silica gel chromatography (solvent: n-hexane/ethyl acetate=3/1). NMR of these isomers was measured to determine anti i... The reactants are [C-]#N, [C-]#N, COC(=O)c1c(-c2ccccc2)c2cc(Br)ccc2c(=O)n1Cc1ccc2c(c1)OCO2, CN1CCCC1=O, O, [Zn+2], c1ccc(P(c2ccccc2)(c2ccccc2)[Pd](P(c2ccccc2)(c2ccccc2)c2ccccc2)(P(c2ccccc2)(c2ccccc2)c2ccccc2)P(c2ccccc2)(c2ccccc2)c2ccccc2)cc1. Product: COC(=O)c1c(-c2ccccc2)c2cc(C#N)ccc2c(=O)n1Cc1ccc2c(c1)OCO2. As a reaction SMILES: [C-:40]#[N:41].[C-:43]#[N:44].[CH3:1][O:2][C:3](=[O:4])[c:5]1[n:6]([CH2:23][c:24]2[cH:25][c:26]3[c:27]([cH:31][cH:32]2)[O:28][CH2:29][O:30]3)[c:7](=[O:22])[c:8]2[cH:9][cH:10][c:11]([Br:21])[cH:12][c:13]2[c:14]1-[c:15]1[cH:16][cH:17][cH:18][cH:19][cH:20]1.[CH3:33][N:34]1[CH2:35][CH2:36][CH2:37][C:38]1=[O:39].[OH2:122].[Zn+2:42].[cH:45]1[cH:46][cH:47][c:48]([P:49]([Pd:50]([P:51]([c:52]2[cH:53][cH:54][cH:55][cH:56][cH:57]2)([c:58]2[cH:59][cH:60][cH:61][cH:62][cH:63]2)[c:64]2[cH:65][cH:66][cH:67][cH:68][cH:69]2)([P:70]([c:71]2[cH:72][cH:73][cH:74][cH:75][cH:76]2)([c:77]2[cH:78][cH:79][cH:80][cH:81][cH:82]2)[c:83]2[cH:84][cH:85][cH:86][cH:87][cH:88]2)[P:89]([c:90]2[cH:91][cH:92][cH:93][cH:94][cH:95]2)([c:96]2[cH:97][cH:98][cH:99][cH:100][cH:101]2)[c:102]2[cH:103][cH:104][cH:105][cH:106][cH:107]2)([c:108]2[cH:109][cH:110][cH:111][cH:112][cH:113]2)[c:114]2[cH:115][cH:116][cH:117][cH:118][cH:119]2)[cH:120][cH:121]1>>[CH3:1][O:2][C:3](=[O:4])[c:5]1[n:6]([CH2:23][c:24]2[cH:25][c:26]3[c:27]([cH:31][cH:32]2)[O:28][CH2:29][O:30]3)[c:7](=[O:22])[c:8]2[cH:9][cH:10][c:11]([C:33]#[N:34])[cH:12][c:13]2[c:14]1-[c:15]1[cH:16][cH:17][cH:18][cH:19][cH:20]1. Starting materials: [BH4-], CCO, O=C(CCl)c1ncccn1, [Na+]. Product: OC(CCl)c1ncccn1. Reaction SMILES: [BH4-:11].[CH3:13][CH2:14][OH:15].[Cl:1][CH2:2][C:3](=[O:4])[c:5]1[n:6][cH:7][cH:8][cH:9][n:10]1.[Na+:12]>>[Cl:1][CH2:2][CH:3]([OH:4])[c:5]1[n:6][cH:7][cH:8][cH:9][n:10]1. The reactants are FC(C1=CC2=C(N=C(N2)S)C=C1)(F)F (5-trifluoromethyl-2-mercaptobenzimidazole), [OH-].[Na+] (sodium hydroxide), C(\C=C(/C)\CCC=C(C)C)Cl (geranyl chloride), resultant solution. The solvent is CO (methanol). The product is FC(C1=CC2=C(NC(=N2)SC\C=C(\CCC=C(C)C)/C)C=C1)(F)F (5-Trifluoromethyl-2-[(3,7-dimethyl-2,6(E)-octadienyl)thio]-1H-1,3-benzimidazole). Isolated yield 31.0%. Reaction SMILES: [F:1][C:2]([F:14])([F:13])[C:3]1[CH:12]=[CH:11][C:6]2[N:7]=[C:8]([SH:10])[NH:9][C:5]=2[CH:4]=1.[OH-].[Na+].[CH2:17](Cl)/[CH:18]=[C:19](/[CH2:21][CH2:22][CH:23]=[C:24]([CH3:26])[CH3:25])\[CH3:20]>CO>[F:14][C:2]([F:13])([F:1])[C:3]1[CH:12]=[CH:11][C:6]2[NH:7][C:8]([S:10][CH2:17]/[CH:18]=[C:19](\[CH3:20])/[CH2:21][CH2:22][CH:23]=[C:24]([CH3:26])[CH3:25])=[N:9][C:5]=2[CH:4]=1 |f:1.2|. Procedure details: To a solution of 5-trifluoromethyl-2-mercaptobenzimidazole (1.09 g, 5 mmol) (Senn-Bilfingen, J., DE 3240298(1983)) in methanol (10 mL) was added 2N aqueous sodium hydroxide (6 mmol) and geranyl chloride (0.86 g, 5 mmol). The resultant solution was stirred for 48 hours at ambient temperature, evaporated in vacuo, dissolved in methylene chloride, washed with saturated sodium chloride, and dried over sodium sulfate. Evaporation of the solvent gave an oil which was flash chromatographed (5% MeOH (CH... Reactants: CS(=O)(=O)Cl (methanesulfonyl chloride), [Cl-].[Cl-].[Cl-].[Al+3] (Aluminum trichloride), [Cl-].[Na+] (sodium chloride). Reaction conditions: temperature 60 celsius. Yields the product CS(=O)(=O)Cl.[Cl-].[Cl-].[Cl-].[Al+3].[Cl-].[Na+] (Methanesulfonyl Chloride aluminum Trichloride sodium Chloride). RXN SMILES: [CH3:1][S:2]([Cl:5])(=[O:4])=[O:3].[Cl-:6].[Cl-].[Cl-].[Al+3:9].[Cl-].[Na+:11]>>[CH3:1][S:2]([Cl:5])(=[O:4])=[O:3].[Cl-:6].[Cl-:5].[Cl-:5].[Al+3:9].[Cl-:5].[Na+:11] |f:1.2.3.4,5.6,7.8.9.10.11.12.13|. Reported procedure: A room temperature ionic solution was prepared by initially adding methanesulfonyl chloride (458.4 g, 4.0 mole) to a flask same as described above. Aluminum trichloride (746.8 g, 5.6 mole) was added over a three hour period, keeping the temperature below 50° C. The solution was then heated to 60° C. and sodium chloride (93.6 g, 1.6 mole) was added over 0.5 hour, keeping the temperature below 70° C. The reaction was cooled to room temperature to give a clear green solution. The reactants are CCOC(C)=O, Clc1ccc(N2CCNCC2)cc1, NS(N)(=O)=O, O. Product: NS(=O)(=O)N1CCN(c2ccc(Cl)cc2)CC1. RXN SMILES: [CH3:20][CH2:21][O:22][C:23](=[O:24])[CH3:25].[Cl:1][c:2]1[cH:3][cH:4][c:5]([N:8]2[CH2:9][CH2:10][NH:11][CH2:12][CH2:13]2)[cH:6][cH:7]1.[NH2:14][S:15]([NH2:16])(=[O:17])=[O:18].[OH2:19]>>[Cl:1][c:2]1[cH:3][cH:4][c:5]([N:8]2[CH2:9][CH2:10][N:11]([S:15]([NH2:14])(=[O:17])=[O:18])[CH2:12][CH2:13]2)[cH:6][cH:7]1.